This data is from the Open Reaction Database (ORD), a public repository of structured organic reaction records. The task is: describe an organic reaction: reactants, conditions, products, and yield The solvent is C(C)(=O)OCC (ethyl acetate), O (water). The product is CN(CC#C)CC(O)C1=CC(=CC=C1)OCC1=NC2=CC=CC=C2C=C1 (α-[[Methyl-(2-propynyl)amino]methyl]-3-(2-quinolinylmethoxy)benzene methanol). Procedure details: A mixture of 8.2 g (0.04 mol) of (R)-3-hydroxy-α-[[methyl-(2-propynyl)amino]methyl]benzene methanol, 7.1 g (0.04 mol) of 2-(chloromethyl)quinoline, 13.5 g (0.04 mol) of cesium carbonate, 0.5 g of potassium iodide, and 500 ml of tetahydrofuran is heated for 10 hours with stirring. The mixture is poured into water and ethyl acetate. The ethyl acetate is separated and washed with dilute aqueous sodium chloride solution. The ethyl acetate is dried over anhydrous magnesium sulfate, filtered and evapo... The reactants are OC=1C=C(C=CC1)[C@@H](O)CN(CC#C)C ((R)-3-hydroxy-α-[[methyl-(2-propynyl)amino]methyl]benzene methanol), ClCC1=NC2=CC=CC=C2C=C1 (2-(chloromethyl)quinoline), C([O-])([O-])=O.[Cs+].[Cs+] (cesium carbonate), [I-].[K+] (potassium iodide). As a reaction SMILES: [OH:1][C:2]1[CH:3]=[C:4]([C@H:8]([CH2:10][N:11]([CH3:15])[CH2:12][C:13]#[CH:14])[OH:9])[CH:5]=[CH:6][CH:7]=1.Cl[CH2:17][C:18]1[CH:27]=[CH:26][C:25]2[C:20](=[CH:21][CH:22]=[CH:23][CH:24]=2)[N:19]=1.C(=O)([O-])[O-].[Cs+].[Cs+].[I-].[K+]>C(OCC)(=O)C.O>[CH3:15][N:11]([CH2:10][CH:8]([C:4]1[CH:5]=[CH:6][CH:7]=[C:2]([O:1][CH2:17][C:18]2[CH:27]=[CH:26][C:25]3[C:20](=[CH:21][CH:22]=[CH:23][CH:24]=3)[N:19]=2)[CH:3]=1)[OH:9])[CH2:12][C:13]#[CH:14] |f:2.3.4,5.6|. The reactants are BrC1=CC=C(CN2C(=NC3=C2C=C(C=C3)OCC3=NN(C=C3Cl)C)[C@H]3[C@H](CCCC3)C(=O)O)C=C1 ((1S,2R)-2-(1-(4-bromobenzyl)-6-((4-chloro-1-methyl-1H-pyrazol-3-yl)methoxy)-1H-benzo[d]imidazol-2-yl)cyclohexanecarboxylic acid), FC(C1=CC=C(C=C1)B(O)O)(F)F ((4-(trifluoromethyl)phenyl)boronic acid). Product: ClC=1C(=NN(C1)C)COC=1C=CC2=C(N(C(=N2)[C@@H]2[C@@H](CCCC2)C(=O)O)CC2=CC=C(C=C2)C2=CC=C(C=C2)C(F)(F)F)C1 (racemic cis-2-(6-[(4-Chloro-1-methyl-1H-pyrazol-3-yl)methoxy]-1-{[4′-(trifluoromethyl)biphenyl-4-yl]methyl}-1H-benzimidazol-2-yl)cyclohexanecarboxylic acid). RXN SMILES: Br[C:2]1[CH:35]=[CH:34][C:5]([CH2:6][N:7]2[C:11]3[CH:12]=[C:13]([O:16][CH2:17][C:18]4[C:22]([Cl:23])=[CH:21][N:20]([CH3:24])[N:19]=4)[CH:14]=[CH:15][C:10]=3[N:9]=[C:8]2[C@@H:25]2[CH2:30][CH2:29][CH2:28][CH2:27][C@@H:26]2[C:31]([OH:33])=[O:32])=[CH:4][CH:3]=1.[F:36][C:37]([F:48])([F:47])[C:38]1[CH:43]=[CH:42][C:41](B(O)O)=[CH:40][CH:39]=1>>[Cl:23][C:22]1[C:18]([CH2:17][O:16][C:13]2[CH:14]=[CH:15][C:10]3[N:9]=[C:8]([C@H:25]4[CH2:30][CH2:29][CH2:28][CH2:27][C@H:26]4[C:31]([OH:33])=[O:32])[N:7]([CH2:6][C:5]4[CH:4]=[CH:3][C:2]([C:41]5[CH:42]=[CH:43][C:38]([C:37]([F:48])([F:47])[F:36])=[CH:39][CH:40]=5)=[CH:35][CH:34]=4)[C:11]=3[CH:12]=2)=[N:19][N:20]([CH3:24])[CH:21]=1. Procedure: The title compound was prepared using analogous conditions described in Example 144 using (1S,2R)-2-(1-(4-bromobenzyl)-6-((4-chloro-1-methyl-1H-pyrazol-3-yl)methoxy)-1H-benzo[d]imidazol-2-yl)cyclohexanecarboxylic acid and (4-(trifluoromethyl)phenyl)boronic acid. MS (ESI): mass calcd. for C33H30ClF3N4O3, 623.08; m/z found, 623.0 [M+H]+. 1H NMR (500 MHz, CD3OD) δ 7.81 (d, J=8.3, 2H), 7.76-7.67 (m, 5H), 7.63 (s, 1H), 7.34-7.23 (m, 4H), 5.90 (d, J=17.4, 1H), 5.84 (d, J=17.4, 1H), 5.09-4.99 (m, 2H), ... The reactants are dimethyl acetal, CN(C(=O)NC=1SC(=NN1)C(C)(C)C)CCC=O (3-[1-methyl-3-(5t-butyl-1,3,4-thiadiazol-2-yl)ureido]propionaldehyde), Cl (hydrochloric acid). The solvent is O (water). The product is C(C)(C)(C)C1=NN=C(S1)N1C(N(CCC1O)C)=O (tetrahydro-1-(5-t-butyl-1,3,4-thiadiazol-2-yl)-3-methyl-6-hydroxy-2(1H)-pyrimidinone). RXN SMILES: [CH3:1][N:2]([CH2:15][CH2:16][CH:17]=[O:18])[C:3]([NH:5][C:6]1[S:7][C:8]([C:11]([CH3:14])([CH3:13])[CH3:12])=[N:9][N:10]=1)=[O:4].Cl>O>[C:11]([C:8]1[S:7][C:6]([N:5]2[CH:17]([OH:18])[CH2:16][CH2:15][N:2]([CH3:1])[C:3]2=[O:4])=[N:10][N:9]=1)([CH3:13])([CH3:14])[CH3:12]. Reported procedure: The dimethyl acetal of 3-[1-methyl-3-(5t-butyl-1,3,4-thiadiazol-2-yl)ureido]propionaldehyde (16 grams), concentrated hydrochloric acid (10 ml) and water (500 ml) are charged into a glass reaction vessel equipped with a mechanical stirrer, thermometer and reflux condenser. The reaction mixture is heated at reflux for a period of about 15 minutes. The reaction mixture is filtered while hot and the filtrate is then cooled, resulting in the formation of a precipitate. The precipitate is recovered by... Reactants: NC1(CCCCC1)C(=O)O (aminocyclohexanecarboxylic acid), C1=CC=CC=2C3=CC=CC=C3C(C12)COC(=O)Cl (9-fluorenylmethylchloroformate), ice water. Run in O1CCOCC1 (dioxane). Run at temperature 20 celsius, time 8 hour. The product is C1=CC=CC=2C3=CC=CC=C3C(C12)COC(=O)NC1(CCCCC1)C(=O)O (1-(9H-Fluoren-9-ylmethoxycarbonylamino)-cyclohexane carboxylic acid). Isolated yield 6.0%. RXN SMILES: [NH2:1][C:2]1([C:8]([OH:10])=[O:9])[CH2:7][CH2:6][CH2:5][CH2:4][CH2:3]1.[CH:11]1[C:23]2[CH:22]([CH2:24][O:25][C:26](Cl)=[O:27])[C:21]3[C:16](=[CH:17][CH:18]=[CH:19][CH:20]=3)[C:15]=2[CH:14]=[CH:13][CH:12]=1>O1CCOCC1>[CH:11]1[C:23]2[CH:22]([CH2:24][O:25][C:26]([NH:1][C:2]3([C:8]([OH:10])=[O:9])[CH2:7][CH2:6][CH2:5][CH2:4][CH2:3]3)=[O:27])[C:21]3[C:16](=[CH:17][CH:18]=[CH:19][CH:20]=3)[C:15]=2[CH:14]=[CH:13][CH:12]=1. Reported procedure: To a chilled (ice bath) suspension of aminocyclohexanecarboxylic acid (2.51 g, 17.5 mmol) in alumina-filtered dioxane (17 mL) were added 10% Na2CO3 (35 mL) and a solution of 9-fluorenylmethylchloroformate (4.57 g, 17.7 mmol) in 26 mL of dioxane (added slowly). The reaction mixture was allowed to warm to about 20° C. and stirred overnight under N2. The reaction mixture was poured into ~300 mL of ice water and washed with anhydrous ether (some product went into the ether layer). The aqueous layer ... The reactants are [H-].[Na+] (Sodium hydride), N1C(=CC2=CC(=CC=C12)C(=O)O)C(=O)O (1H-indole-2,5-dicarboxylic acid), C(CC)Br (propyl bromide). Run in CN(C)C=O (DMF). The product is C(CC)N1C(=CC2=CC(=CC=C12)C(=O)O)C(=O)O (1-Propyl-1H-indole-2,5-dicarboxylic acid). Yield: 68.8%. As a reaction SMILES: [H-].[Na+].[NH:3]1[C:11]2[C:6](=[CH:7][C:8]([C:12]([OH:14])=[O:13])=[CH:9][CH:10]=2)[CH:5]=[C:4]1[C:15]([OH:17])=[O:16].[CH2:18](Br)[CH2:19][CH3:20]>CN(C=O)C>[CH2:18]([N:3]1[C:11]2[C:6](=[CH:7][C:8]([C:12]([OH:14])=[O:13])=[CH:9][CH:10]=2)[CH:5]=[C:4]1[C:15]([OH:17])=[O:16])[CH2:19][CH3:20] |f:0.1|. Procedure: Sodium hydride (60% suspension, 125 mg, 5 mmol) was added to a stirred solution of 1H-indole-2,5-dicarboxylic acid (525 mg, 2 mmol) in dry DMF (10 mL) and maintained at ambient temperature for 1 hour. The reaction was cooled to 0° C. and then propyl bromide (0.275 mL, 3 mmol) was added. After 3 days the reaction was quenched by addition of 5% aqueous NH4Cl. The mixture was concentrated to dryness and then purified on a silica gel column using 5% EtOAc/toluene. The product was then dissolved in 3... The reactants are CN (methylamine), FC1=C(C=CC=C1)S(=O)(=O)Cl (2-Fluorobenzenesulfonyl chloride). Run in C(C)O (ethanol), CCOC(=O)C (EtOAc), O (water). Reaction conditions: temperature 0 celsius. Yields the product FC1=C(C=CC=C1)S(=O)(=O)NC (2-fluoro-N-methylbenzenesulfonamide). Isolated yield 93.4%. Reaction SMILES: [CH3:1][NH2:2].[F:3][C:4]1[CH:9]=[CH:8][CH:7]=[CH:6][C:5]=1[S:10](Cl)(=[O:12])=[O:11]>C(O)C.CCOC(C)=O.O>[F:3][C:4]1[CH:9]=[CH:8][CH:7]=[CH:6][C:5]=1[S:10]([NH:2][CH3:1])(=[O:12])=[O:11]. Procedure details: A RBF was charged with methylamine (0.5 mL, 40%, 14 mmol) in ethanol (2 mL). The mixture was chilled to 0° C. in an ice bath while being stirred under an inert atmosphere. 2-Fluorobenzenesulfonyl chloride (0.6 mL, 3 mmol) was added dropwise into the mixture. The resulting mixture was allowed to stir at 0° C. for 30 minutes. The mixture was diluted with EtOAc and water. The aqueous layer was extracted with EtOAc three times, and the combined organic layers were washed with brine, dried over sodiu... Starting materials: CCOC1(O[Si](C)(C)C)CC1, CC(=O)O, CO, O=c1[nH]c(-c2ccc(Cl)cc2Cl)cc2nc(C3CCNCC3)nn12, Cl. Yields the product O=c1[nH]c(-c2ccc(Cl)cc2Cl)cc2nc(C3CCN(C4CC4)CC3)nn12. As a reaction SMILES: [CH2:30]([O:31][C:33]1([O:32][Si:36]([CH3:37])([CH3:38])[CH3:39])[CH2:34][CH2:35]1)[CH3:40].[CH3:26][C:27](=[O:28])[OH:29].[CH3:41][OH:42].[Cl:2][c:3]1[c:4](-[c:10]2[cH:11][c:12]3[n:13]([c:14](=[O:16])[nH:15]2)[n:17][c:18]([CH:20]2[CH2:21][CH2:22][NH:23][CH2:24][CH2:25]2)[n:19]3)[cH:5][cH:6][c:7]([Cl:9])[cH:8]1.[ClH:1]>>[Cl:2][c:3]1[c:4](-[c:10]2[cH:11][c:12]3[n:13]([c:14](=[O:16])[nH:15]2)[n:17][c:18]([CH:20]2[CH2:21][CH2:22][N:23]([CH:33]4[CH2:34][CH2:35]4)[CH2:24][CH2:25]2)[n:19]3)[cH:5][cH:6][c:7]([Cl:9])[cH:8]1. Reactants: C(C)OC(=O)C=1N(C(=C(C1C1=CC=C(C=C1)OS(=O)(=O)C(F)(F)F)C#N)CC)C (4-cyano-5-ethyl-1-methyl-3-(4-trifluoromethanesulfonyloxy-phenyl)-1H-pyrrole-2-carboxylic acid ethyl ester), N1=CC=C(C=C1)B(O)O (4-pyridyl boronic acid), C1(=CC=CC=C1)P(C1=CC=CC=C1)C1=CC=CC=C1 (triphenyl phosphine), C([O-])([O-])=O.[K+].[K+] (potassium carbonate). The reagents and catalysts are C=1C=CC(=CC1)/C=C/C(=O)/C=C/C2=CC=CC=C2.C=1C=CC(=CC1)/C=C/C(=O)/C=C/C2=CC=CC=C2.C=1C=CC(=CC1)/C=C/C(=O)/C=C/C2=CC=CC=C2.[Pd].[Pd] (Pd2(dba)3). The solvent is O1CCOCC1 (dioxane), O (water). Reaction conditions: time 2.5 hour. The product is C(C)OC(=O)C=1N(C(=C(C1C1=CC=C(C=C1)C1=CC=NC=C1)C#N)CC)C (4-cyano-5-ethyl-1-methyl-3-(4-pyridin-4-yl-phenyl)-1H-pyrrole-2-carboxylic acid ethyl ester). As a reaction SMILES: [CH2:1]([O:3][C:4]([C:6]1[N:7]([CH3:29])[C:8]([CH2:27][CH3:28])=[C:9]([C:25]#[N:26])[C:10]=1[C:11]1[CH:16]=[CH:15][C:14](OS(C(F)(F)F)(=O)=O)=[CH:13][CH:12]=1)=[O:5])[CH3:2].[N:30]1[CH:35]=[CH:34][C:33](B(O)O)=[CH:32][CH:31]=1.C1(P(C2C=CC=CC=2)C2C=CC=CC=2)C=CC=CC=1.C(=O)([O-])[O-].[K+].[K+]>O1CCOCC1.C1C=CC(/C=C/C(/C=C/C2C=CC=CC=2)=O)=CC=1.C1C=CC(/C=C/C(/C=C/C2C=CC=CC=2)=O)=CC=1.C1C=CC(/C=C/C(/C=C/C2C=CC=CC=2)=O)=CC=1.[Pd].[Pd].O>[CH2:1]([O:3][C:4]([C:6]1[N:7]([CH3:29])[C:8]([CH2:27][CH3:28])=[C:9]([C:25]#[N:26])[C:10]=1[C:11]1[CH:16]=[CH:15][C:14]([C:33]2[CH:34]=[CH:35][N:30]=[CH:31][CH:32]=2)=[CH:13][CH:12]=1)=[O:5])[CH3:2] |f:3.4.5,7.8.9.10.11|. Reported procedure: Add 4-cyano-5-ethyl-1-methyl-3-(4-trifluoromethanesulfonyloxy-phenyl)-1H-pyrrole-2-carboxylic acid ethyl ester (0.204 g, 0.474 mmol, prepared in example E-97a or E-97b), 4-pyridyl boronic acid (0.116 g, 0.948 mmol), Pd2(dba)3 (13.02 mg, 0.01422 mmol), triphenyl phosphine (14.92 mg, 0.0569 mmol), 2M aqueous potassium carbonate (2 mL, 4.0 mmol) in 3 ml of dioxane, and heat to reflux with stirring. After 2.5 hours, cool the reaction mixture and pour into water. Extract the quenched reaction with et... Starting materials: C1CCOC1, Cl, O=[N+]([O-])c1ccccc1F, [H-], CC(C)(C)c1cc(C#N)c(N)s1, [Na+]. Product: CC(C)(C)c1cc(C#N)c(Nc2ccccc2[N+](=O)[O-])s1. RXN SMILES: [CH2:26]1[O:27][CH2:28][CH2:29][CH2:30]1.[ClH:25].[F:15][c:16]1[c:17]([N+:22](=[O:23])[O-:24])[cH:18][cH:19][cH:20][cH:21]1.[H-:14].[NH2:1][c:2]1[s:3][c:4]([C:9]([CH3:10])([CH3:11])[CH3:12])[cH:5][c:6]1[C:7]#[N:8].[Na+:13]>>[NH:1]([c:2]1[s:3][c:4]([C:9]([CH3:10])([CH3:11])[CH3:12])[cH:5][c:6]1[C:7]#[N:8])[c:16]1[c:17]([N+:22](=[O:23])[O-:24])[cH:18][cH:19][cH:20][cH:21]1.